Dataset: the Open Reaction Database (ORD), a public repository of structured organic reaction records. Task: describe an organic reaction: reactants, conditions, products, and yield Starting materials: Cc1ccccc1-n1nc(C(C)(C)C)cc1N, O=C(O)Cc1ccc(-n2cnc3cccnc32)cc1. Product: Cc1ccccc1-n1nc(C(C)(C)C)cc1NC(=O)Cc1ccc(-n2cnc3cccnc32)cc1. RXN SMILES: [C:20]([CH3:21])([CH3:22])([CH3:23])[c:24]1[cH:25][c:26]([NH2:36])[n:27](-[c:29]2[c:30]([CH3:35])[cH:31][cH:32][cH:33][cH:34]2)[n:28]1.[n:1]1[cH:2][n:3](-[c:10]2[cH:11][cH:12][c:13]([CH2:16][C:17](=[O:18])[OH:19])[cH:14][cH:15]2)[c:4]2[n:5][cH:6][cH:7][cH:8][c:9]12>>[n:1]1[cH:2][n:3](-[c:10]2[cH:11][cH:12][c:13]([CH2:16][C:17](=[O:19])[NH:36][c:26]3[cH:25][c:24]([C:20]([CH3:21])([CH3:22])[CH3:23])[n:28][n:27]3-[c:29]3[c:30]([CH3:35])[cH:31][cH:32][cH:33][cH:34]3)[cH:14][cH:15]2)[c:4]2[n:5][cH:6][cH:7][cH:8][c:9]12. Starting materials: S1C(=CC=C1)C(=O)NCC(=O)O (N-(2-thienylcarbonyl)glycine), OCC1=CC=C(O1)C=O (5-hydroxymethylfuran-2-aldehyde), C(C)(=O)[O-].[Na+] (sodium acetate), C(C)(=O)OC(C)=O (acetic anhydride). Run in O (water). Reaction conditions: temperature 90 celsius. Yields the product C(C)(=O)OCC1=CC=C(O1)C=C1N=C(OC1=O)C=1SC=CC1 (4-((5-Acetyloxymethyl-2-furanyl)methylene)-2-(2-thienyl)-5(4H)-oxazolone). Yield: 18.1%. As a reaction SMILES: [S:1]1[CH:5]=[CH:4][CH:3]=[C:2]1[C:6]([NH:8][CH2:9][C:10]([OH:12])=[O:11])=O.O[CH2:14][C:15]1[O:19][C:18]([CH:20]=[O:21])=[CH:17][CH:16]=1.[C:22]([O-])(=[O:24])[CH3:23].[Na+].C(OC(=O)C)(=O)C>O>[C:22]([O:21][CH2:20][C:18]1[O:19][C:15]([CH:14]=[C:9]2[C:10](=[O:11])[O:12][C:6]([C:2]3[S:1][CH:5]=[CH:4][CH:3]=3)=[N:8]2)=[CH:16][CH:17]=1)(=[O:24])[CH3:23] |f:2.3|. Reported procedure: To a screw-capped test tube, N-(2-thienylcarbonyl)glycine (100 mg, 0.54 mmol), 5-hydroxymethylfuran-2-aldehyde (61 μL, 0.6 mmol), sodium acetate (45 mg, 0.54 mmol) and acetic anhydride (0.32 mL) were added. The test tube was sealed, and it was then stirred at an external temperature of 90° C. Three hours later, the temperature of the reaction solution was returned to room temperature, and water (1.5 mL) was then added thereto. The reaction mixture was extracted with ethyl acetate (5 mL) twice, a...